This data is from the Open Reaction Database (ORD), a public repository of structured organic reaction records. The task is: describe an organic reaction: reactants, conditions, products, and yield Reactants: C1(=CC=CC=C1)C(C1=CC=CC=C1)(C1=CC=CC=C1)NC1[C@@H]2N(C(C(S2)(C)C)C2=NN=NN2C(=O)OCC)C1=O (6-(triphenylmethylamino)-2,2-dimethyl-3-(1-[ethoxycarbonyl]tetrazol-5-yl)penam), O.C1(=CC=C(C=C1)S(=O)(=O)O)C (p-toluenesulfonic acid monohydrate). Run in CC(=O)C (acetone), CC(=O)C (acetone). Conditions: time 3 hour. Yields the product NC1[C@@H]2N(C(C(S2)(C)C)C2=NN=NN2C(=O)OCC)C1=O (6-Amino-2,2-dimethyl-3-(1-[ethoxycarbonyl]tetrazol-5-yl)penam), CC=1C=CC(=CC1)S(=O)(=O)O (p-toluenesulfonate). Reaction SMILES: C1(C([NH:20][CH:21]2[C:39](=[O:40])[N:23]3[CH:24]([C:29]4[N:33]([C:34]([O:36][CH2:37][CH3:38])=[O:35])[N:32]=[N:31][N:30]=4)[C:25]([CH3:28])([CH3:27])[S:26][C@H:22]23)(C2C=CC=CC=2)C2C=CC=CC=2)C=CC=CC=1.O.[C:42]1([CH3:52])[CH:47]=[CH:46][C:45]([S:48]([OH:51])(=[O:50])=[O:49])=[CH:44][CH:43]=1>CC(C)=O>[NH2:20][CH:21]1[C:39](=[O:40])[N:23]2[CH:24]([C:29]3[N:33]([C:34]([O:36][CH2:37][CH3:38])=[O:35])[N:32]=[N:31][N:30]=3)[C:25]([CH3:28])([CH3:27])[S:26][C@H:22]12.[CH3:52][C:42]1[CH:47]=[CH:46][C:45]([S:48]([OH:51])(=[O:50])=[O:49])=[CH:44][CH:43]=1 |f:1.2|. Reported procedure: To a stirred solution of 554 mg. of 6-(triphenylmethylamino)-2,2-dimethyl-3-(1-[ethoxycarbonyl]tetrazol-5-yl)penam in 2 ml. of acetone is added a solution of 190 mg. of p-toluenesulfonic acid monohydrate in 1 ml. of acetone. Stirring is continued for a further 3 hours, and then the acetone is removed by evaporation in vacuo. The residue is slurried in ether, filtered and dried, to give the title compound as its p-toluenesulfonate salt. Starting materials: ClCC=1NC2=C(N1)C=CC=C2 (2-Chloromethylbenzimidazole), CN (methylamine), O (Water). Conditions: time 30 minute. Product: CNCC=1NC2=C(N1)C=CC=C2 (2-(Methylaminomethyl)benzimidazole). Yield: 22.0%. Reaction SMILES: Cl[CH2:2][C:3]1[NH:4][C:5]2[CH:11]=[CH:10][CH:9]=[CH:8][C:6]=2[N:7]=1.O.[CH3:13][NH2:14]>>[CH3:13][NH:14][CH2:2][C:3]1[NH:4][C:5]2[CH:11]=[CH:10][CH:9]=[CH:8][C:6]=2[N:7]=1. Procedure: 2-Chloromethylbenzimidazole (3.00 g, 18.01 mmol) was dissolved in aqueous methylamine (50 mL, 40 wt % in H2O) at 10° C. under N2. After 30 minutes, the reaction mixture was warmed to room temperature and stirred for 4 hours. Water was added and the mixture extracted with methylene chloride. The organic phase was dried (MgSO4) and concentrated to afford crude product which was purified by HPLC (gradient methanol/methylene chloride) to afford 0.650 g (22%) of pure product as a tan solid. Reaction SMILES: [Br:22][N:23]1[C:24](=[O:25])[CH2:26][CH2:27][C:28]1=[O:29].[CH3:31][N:32]([CH3:33])[CH:34]=[O:35].[Cl:1][c:2]1[c:3]([NH:15][N:16]=[CH:17][C:18]([F:19])([F:20])[F:21])[cH:4][c:5]([S:9][CH2:10][C:11]([F:12])([F:13])[F:14])[c:6]([CH3:8])[cH:7]1.[OH2:30]>>[Cl:1][c:2]1[c:3]([NH:15][N:16]=[C:17]([C:18]([F:19])([F:20])[F:21])[Br:22])[cH:4][c:5]([S:9][CH2:10][C:11]([F:12])([F:13])[F:14])[c:6]([CH3:8])[cH:7]1. Starting materials: O=C1CCC(=O)N1Br, CN(C)C=O, Cc1cc(Cl)c(NN=CC(F)(F)F)cc1SCC(F)(F)F, O. Product: Cc1cc(Cl)c(NN=C(Br)C(F)(F)F)cc1SCC(F)(F)F. The reactants are C(C)OC=1C(=NC2=NC=C(C(=C2C1)NC1=CC=C(C=C1)OC)C(=O)OCC)C=CC(=O)O (3-[3-ethoxy-6-ethoxycarbonyl-5-(4-methoxyanilino)-1,8-naphthyridin-2-yl]acrylic acid), Cl (hydrochloric acid), [H][H] (hydrogen). The reagents and catalysts are [Pd] (palladium on charcoal). The solvent is IMS. The product is Cl.C(C)OC=1C(=NC2=NC=C(C(=C2C1)NC1=CC=C(C=C1)OC)C(=O)OCC)CCC(=O)O (3-[3-ethoxy-6-ethoxycarbonyl-5-(4-methoxyanilino)-1,8-naphthyridin-2-yl]propionic acid hydrochloride). RXN SMILES: [CH2:1]([O:3][C:4]1[C:5]([CH:28]=[CH:29][C:30]([OH:32])=[O:31])=[N:6][C:7]2[C:12]([CH:13]=1)=[C:11]([NH:14][C:15]1[CH:20]=[CH:19][C:18]([O:21][CH3:22])=[CH:17][CH:16]=1)[C:10]([C:23]([O:25][CH2:26][CH3:27])=[O:24])=[CH:9][N:8]=2)[CH3:2].[ClH:33].[H][H]>[Pd]>[ClH:33].[CH2:1]([O:3][C:4]1[C:5]([CH2:28][CH2:29][C:30]([OH:32])=[O:31])=[N:6][C:7]2[C:12]([CH:13]=1)=[C:11]([NH:14][C:15]1[CH:16]=[CH:17][C:18]([O:21][CH3:22])=[CH:19][CH:20]=1)[C:10]([C:23]([O:25][CH2:26][CH3:27])=[O:24])=[CH:9][N:8]=2)[CH3:2] |f:4.5|. Procedure: A mixture of 3-[3-ethoxy-6-ethoxycarbonyl-5-(4-methoxyanilino)-1,8-naphthyridin-2-yl]acrylic acid (2.3 g) , 10% palladium on charcoal (0.5 g), IMS (250 ml) and concentrated hydrochloric acid (0.4 ml) was shaken under an atmosphere of hydrogen until uptake of hydrogen ceased. The catalyst was removed by filtration and the filtrate was evaporated. The residue was triturated with hot ethyl acetate and hot filtered to give 3-[3-ethoxy-6-ethoxycarbonyl-5-(4-methoxyanilino)-1,8-naphthyridin-2-yl]propi... The reactants are O=C([O-])[O-], CCOC(C)=O, COc1ccc(-c2nc(C#N)c(N)nc2Cl)cn1, [Na+], [Na+], C1COCCO1, O, OB(O)c1ccccc1, c1ccc(P(c2ccccc2)(c2ccccc2)[Pd](P(c2ccccc2)(c2ccccc2)c2ccccc2)(P(c2ccccc2)(c2ccccc2)c2ccccc2)P(c2ccccc2)(c2ccccc2)c2ccccc2)cc1. Product: COc1ccc(-c2nc(C#N)c(N)nc2-c2ccccc2)cn1. As a reaction SMILES: [C:28](=[O:29])([O-:30])[O-:31].[CH3:34][CH2:35][O:36][C:37]([CH3:38])=[O:39].[NH2:1][c:2]1[c:3]([C:17]#[N:18])[n:4][c:5](-[c:9]2[cH:10][n:11][c:12]([O:15][CH3:16])[cH:13][cH:14]2)[c:6]([Cl:8])[n:7]1.[Na+:32].[Na+:33].[O:40]1[CH2:41][CH2:42][O:43][CH2:44][CH2:45]1.[OH2:46].[OH:19][B:20]([OH:21])[c:22]1[cH:23][cH:24][cH:25][cH:26][cH:27]1.[cH:47]1[cH:48][cH:49][c:50]([P:51]([Pd:52]([P:53]([c:54]2[cH:55][cH:56][cH:57][cH:58][cH:59]2)([c:60]2[cH:61][cH:62][cH:63][cH:64][cH:65]2)[c:66]2[cH:67][cH:68][cH:69][cH:70][cH:71]2)([P:72]([c:73]2[cH:74][cH:75][cH:76][cH:77][cH:78]2)([c:79]2[cH:80][cH:81][cH:82][cH:83][cH:84]2)[c:85]2[cH:86][cH:87][cH:88][cH:89][cH:90]2)[P:91]([c:92]2[cH:93][cH:94][cH:95][cH:96][cH:97]2)([c:98]2[cH:99][cH:100][cH:101][cH:102][cH:103]2)[c:104]2[cH:105][cH:106][cH:107][cH:108][cH:109]2)([c:110]2[cH:111][cH:112][cH:113][cH:114][cH:115]2)[c:116]2[cH:117][cH:118][cH:119][cH:120][cH:121]2)[cH:122][cH:123]1>>[NH2:1][c:2]1[c:3]([C:17]#[N:18])[n:4][c:5](-[c:9]2[cH:10][n:11][c:12]([O:15][CH3:16])[cH:13][cH:14]2)[c:6](-[c:22]2[cH:23][cH:24][cH:25][cH:26][cH:27]2)[n:7]1. Reactants: COc1ccc2c(c1)C(=O)CCC2(C)C, CC(=O)[O-], CCO, Cl, NO, [Na+], O. Yields the product COc1ccc2c(c1)C(=NO)CCC2(C)C. As a reaction SMILES: [CH3:1][O:2][c:3]1[cH:4][cH:5][c:6]2[c:11]([cH:12]1)[C:10](=[O:13])[CH2:9][CH2:8][C:7]2([CH3:14])[CH3:15].[CH3:20][C:21](=[O:22])[O-:23].[CH3:25][CH2:26][OH:27].[ClH:16].[NH2:17][OH:18].[Na+:19].[OH2:24]>>[CH3:1][O:2][c:3]1[cH:4][cH:5][c:6]2[c:11]([cH:12]1)[C:10](=[N:17][OH:18])[CH2:9][CH2:8][C:7]2([CH3:14])[CH3:15]. Reactants: N1=CC=CC=2CCCC(C12)CCCN1N=NC=2C1=NC=C(C2)CC=2C=NC=CC2 (3-[3-(5,6,7,8-tetrahydroquinol-8-yl)propyl]-6-(pyrid-3-ylmethyl)-3H-1,2,3-triazolo[5,4-b]pyridine), polyphosphoric acid, [OH-].[NH4+] (ammonium hydroxide). Solvent: O (Water). Conditions: time 50 minute. Yields the product N1=CC=CC=2CCCC(C12)CCCNC1=NC=C(C=C1O)CC=1C=NC=CC1 (2-[3-(5,6,7,8-tetrahydroquinol-8-yl)propylamino]-3-hydroxy-5-(pyrid-3-ylmethyl)pyridine). Reaction SMILES: [N:1]1[C:10]2[CH:9]([CH2:11][CH2:12][CH2:13][N:14]3[C:18]4=[N:19][CH:20]=[C:21]([CH2:23][C:24]5[CH:25]=[N:26][CH:27]=[CH:28][CH:29]=5)[CH:22]=[C:17]4N=N3)[CH2:8][CH2:7][CH2:6][C:5]=2[CH:4]=[CH:3][CH:2]=1.[OH-:30].[NH4+]>O>[N:1]1[C:10]2[CH:9]([CH2:11][CH2:12][CH2:13][NH:14][C:18]3[C:17]([OH:30])=[CH:22][C:21]([CH2:23][C:24]4[CH:25]=[N:26][CH:27]=[CH:28][CH:29]=4)=[CH:20][N:19]=3)[CH2:8][CH2:7][CH2:6][C:5]=2[CH:4]=[CH:3][CH:2]=1 |f:1.2|. Procedure: A mixture of 3-[3-(5,6,7,8-tetrahydroquinol-8-yl)propyl]-6-(pyrid-3-ylmethyl)-3H-1,2,3-triazolo[5,4-b]pyridine (3.56 g) and polyphosphoric acid (17.5 g) were heated with stirring at 188°-197° C. for 50 minutes. Water (30 ml) was added to the hot residue and, after slight cooling, the solution was basified with aqueous ammonium hydroxide to pH 10 and then extracted with chloroform. The combined chloroform extracts were dried over magnesium sulphate, concentrated in vacuo and the residue was chrom...